This data is from the Open Reaction Database (ORD), a public repository of structured organic reaction records. The task is: describe an organic reaction: reactants, conditions, products, and yield The reactants are C(=O)(OC)C1=C(C=CC=C1)C1=NNC(=C1)C1=CC=C(C=C1)OC (3-(2-carbomethoxyphenyl)-5-(4-methoxyphenyl)pyrazole), [H-].[Na+] (sodium hydride), C(C)(=O)Cl (acetyl chloride). Procedure: A mixture of 30 g 3-(2-carbomethoxyphenyl)-5-(4-methoxyphenyl)pyrazole, 0.30 g sodium hydride and 0.8 g acetyl chloride in 50 ml anhydrous tetrahydrofuran (THF) is stirred and refluxed overnight. The reaction mixture is filtered and the THF is removed from the filtrate to yield 1-acetyl-3-(2-carbomethoxyphenyl)-5-(4-methoxyphenyl)-pyrazole. RXN SMILES: [C:1]([C:5]1[CH:10]=[CH:9][CH:8]=[CH:7][C:6]=1[C:11]1[CH:15]=[C:14]([C:16]2[CH:21]=[CH:20][C:19]([O:22][CH3:23])=[CH:18][CH:17]=2)[NH:13][N:12]=1)([O:3][CH3:4])=[O:2].[H-].[Na+].[C:26](Cl)(=[O:28])[CH3:27]>O1CCCC1>[C:26]([N:13]1[C:14]([C:16]2[CH:17]=[CH:18][C:19]([O:22][CH3:23])=[CH:20][CH:21]=2)=[CH:15][C:11]([C:6]2[CH:7]=[CH:8][CH:9]=[CH:10][C:5]=2[C:1]([O:3][CH3:4])=[O:2])=[N:12]1)(=[O:28])[CH3:27] |f:1.2|. Solvent: O1CCCC1 (tetrahydrofuran). The product is C(C)(=O)N1N=C(C=C1C1=CC=C(C=C1)OC)C1=C(C=CC=C1)C(=O)OC (1-acetyl-3-(2-carbomethoxyphenyl)-5-(4-methoxyphenyl)-pyrazole). Yields the product Cc1c(C#N)ccc([N+](=O)[O-])c1C. Reaction SMILES: [F:4][C:5]([F:6])([F:7])[S:8]([O:9][c:10]1[c:11]([CH3:20])[c:12]([CH3:19])[c:13]([N+:16](=[O:17])[O-:18])[cH:14][cH:15]1)(=[O:21])=[O:22].[K+:28].[K:1][C:2]#[N:3].[O:30]1[CH2:31][CH2:32][CH2:33][CH2:34]1.[OH2:29].[S:23]([O-:24])([OH:25])(=[O:26])=[O:27]>>[C:2](#[N:3])[c:10]1[c:11]([CH3:20])[c:12]([CH3:19])[c:13]([N+:16](=[O:17])[O-:18])[cH:14][cH:15]1. Reactants: Cc1c(OS(=O)(=O)C(F)(F)F)ccc([N+](=O)[O-])c1C, [K+], N#C[K], C1CCOC1, O, O=S(=O)([O-])O. Starting materials: ClC=1C=NC=2N(C1)N=C(N2)C=O (6-Chloro-[1,2,4]triazolo[1,5-a]pyrimidine-2-carbaldehyde), C1(CCCC1)C1(OC(C=C(C1)O)=O)CCC1=CC(=C(C=C1)C(C#N)(C)C)F (2-{4-[2-(2-cyclopentyl-4-hydroxy-6-oxo-3,6-dihydro-2H-pyran-2-yl)ethyl]-2-fluorophenyl}-2-methylpropanenitrile), C(C)C=1NC(=C(N1)C)C=O (2-ethyl-4-methyl-1H-imidazole-5-carbaldehyde), C1(CCCC1)C1(OC(CC(C1)=O)=O)CCC1=CC(=C(C=C1)C1(CCCC1)C#N)F (1-{4-[2-(2-Cyclopentyl-4,6-dioxo-tetrahydro-pyran-2-yl)-ethyl]-2-fluoro-phenyl}-cyclopentanecarbonitrile). Yields the product ClC=1C=NC=2N(C1)N=C(N2)CC2=C(CC(OC2=O)(C2CCCC2)CCC2=CC(=C(C=C2)C2(CCCC2)C#N)F)O (1-(4-{2-[5-(6-Chloro-[1,2,4]triazolo[1,5-a]pyrimidin-2-ylmethyl)-2-cyclopentyl-4-hydroxy-6-oxo-3,6-dihydro-2H-pyran-2-yl]-ethyl}-2-fluoro-phenyl) -cyclopentanecarbonitrile). Reaction SMILES: [Cl:1][C:2]1[CH:3]=[N:4][C:5]2[N:6]([N:8]=[C:9]([CH:11]=O)[N:10]=2)[CH:7]=1.C(C1NC(C=O)=C(C)N=1)C.[CH:23]1([C:28]2([CH2:36][CH2:37][C:38]3[CH:43]=[CH:42][C:41]([C:44]4([C:49]#[N:50])[CH2:48][CH2:47][CH2:46][CH2:45]4)=[C:40]([F:51])[CH:39]=3)[CH2:33][C:32](=[O:34])[CH2:31][C:30](=[O:35])[O:29]2)[CH2:27][CH2:26][CH2:25][CH2:24]1.C1(C2(CCC3C=CC(C(C)(C)C#N)=C(F)C=3)CC(O)=CC(=O)O2)CCCC1>>[Cl:1][C:2]1[CH:3]=[N:4][C:5]2[N:6]([N:8]=[C:9]([CH2:11][C:31]3[C:30](=[O:35])[O:29][C:28]([CH2:36][CH2:37][C:38]4[CH:43]=[CH:42][C:41]([C:44]5([C:49]#[N:50])[CH2:45][CH2:46][CH2:47][CH2:48]5)=[C:40]([F:51])[CH:39]=4)([CH:23]4[CH2:27][CH2:26][CH2:25][CH2:24]4)[CH2:33][C:32]=3[OH:34])[N:10]=2)[CH:7]=1. Reported procedure: The title compound was prepared analogously to Example A(97) where 6-Chloro-[1,2,4]triazolo[1,5-a]pyrimidine-2-carbaldehyde was substituted in place of 2-ethyl-4-methyl-1H-imidazole-5-carbaldehyde and 1-{4-[2-(2-Cyclopentyl-4,6-dioxo-tetrahydro-pyran-2-yl)-ethyl]-2-fluoro-phenyl}-cyclopentanecarbonitrile (Example A(189) (was substituted in place of 2-{4-[2-(2-cyclopentyl-4-hydroxy-6-oxo-3,6-dihydro-2H-pyran-2-yl)ethyl]-2-fluorophenyl}-2-methylpropanenitrile. 1H NMR (400 MHz, CDCl3) δ: 1.41–1.98 ... Starting materials: [BH3-]C#N, C=O, CC(=O)O, Cc1nc2cc3c(cc2c(=O)n1COC(=O)C(C)(C)C)C(Nc1ccc(C(=O)Oc2c(F)c(F)c(F)c(F)c2F)c(F)c1)CC3, [Na+], O. Product: Cc1nc2cc3c(cc2c(=O)n1COC(=O)C(C)(C)C)C(N(C)c1ccc(C(=O)Oc2c(F)c(F)c(F)c(F)c2F)c(F)c1)CC3. Reaction SMILES: [C:48]([BH3-:49])#[N:50].[CH2:1]=[O:2].[CH3:53][C:54](=[O:55])[OH:56].[F:3][c:4]1[c:5]([C:6](=[O:7])[O:8][c:9]2[c:10]([F:19])[c:11]([F:18])[c:12]([F:17])[c:13]([F:16])[c:14]2[F:15])[cH:20][cH:21][c:22]([NH:24][CH:25]2[CH2:26][CH2:27][c:28]3[c:29]2[cH:30][c:31]2[c:32](=[O:47])[n:33]([CH2:39][O:40][C:41]([C:42]([CH3:43])([CH3:44])[CH3:45])=[O:46])[c:34]([CH3:38])[n:35][c:36]2[cH:37]3)[cH:23]1.[Na+:51].[OH2:52]>>[F:3][c:4]1[c:5]([C:6](=[O:7])[O:8][c:9]2[c:10]([F:19])[c:11]([F:18])[c:12]([F:17])[c:13]([F:16])[c:14]2[F:15])[cH:20][cH:21][c:22]([N:24]([CH:25]2[CH2:26][CH2:27][c:28]3[c:29]2[cH:30][c:31]2[c:32](=[O:47])[n:33]([CH2:39][O:40][C:41]([C:42]([CH3:43])([CH3:44])[CH3:45])=[O:46])[c:34]([CH3:38])[n:35][c:36]2[cH:37]3)[CH3:48])[cH:23]1. The reactants are C1(=CC=CC=C1)NN (phenylhydrazine), C(C)OC=C(C(=O)OCC)C#N (ethyl (ethoxymethylene)cyanoacetate), ice water. The solvent is C(C)O (ethanol). Reaction conditions: time 48 hour. Product: NC1=C(C=NN1C1=CC=CC=C1)C(=O)OCC (5-amino-1-phenyl-1H-pyrazole-4-carboxylic acid, ethyl ester). The yield is 55.7%. As a reaction SMILES: [C:1]1([NH:7][NH2:8])[CH:6]=[CH:5][CH:4]=[CH:3][CH:2]=1.C(O[CH:12]=[C:13]([C:19]#[N:20])[C:14]([O:16][CH2:17][CH3:18])=[O:15])C>C(O)C>[NH2:20][C:19]1[N:7]([C:1]2[CH:6]=[CH:5][CH:4]=[CH:3][CH:2]=2)[N:8]=[CH:12][C:13]=1[C:14]([O:16][CH2:17][CH3:18])=[O:15]. Procedure details: A solution of 31.9 g of phenylhydrazine and 50.0 g of ethyl (ethoxymethylene)cyanoacetate (both reactants were obtained from Aldrich Chemical Company, Milwaukee, Wis.) disssolved in 500 ml of ethanol was refluxed for 6 hours. The mixture was allowed to stand for approximately 48 hours and was refluxed for an additional 8 hours. The reaction mixture was poured into ice water and the precipitated solid was collected by filtration. The solid was recrystallized from ethanol to afford 38.0 g of 5-ami...